From a dataset of the Open Reaction Database (ORD), a public repository of structured organic reaction records. describe an organic reaction: reactants, conditions, products, and yield Reactants: BrC=1C=NC2=C(N=CC=C2C1)Cl (3-bromo-8-chloro-1,7-naphthyridine), CCN(C(C)C)C(C)C (DIEA), CC1(C2=C(C(=CC=C2)P(C3=CC=CC=C3)C4=CC=CC=C4)OC5=C(C=CC=C51)P(C6=CC=CC=C6)C7=CC=CC=C7)C (Xantphos), C(C1=CC=CC=C1)S (benzyl mercaptan). The reagents and catalysts are C=1C=CC(=CC1)/C=C/C(=O)/C=C/C2=CC=CC=C2.C=1C=CC(=CC1)/C=C/C(=O)/C=C/C2=CC=CC=C2.C=1C=CC(=CC1)/C=C/C(=O)/C=C/C2=CC=CC=C2.[Pd].[Pd] (Pd2(dba)3). The solvent is O1CCOCC1 (dioxane). Reaction conditions: temperature 40 celsius. The product is C(C1=CC=CC=C1)SC=1C=NC2=C(N=CC=C2C1)Cl (3-(benzylthio)-8-chloro-1,7-naphthyridine). The yield is 51.4%. As a reaction SMILES: Br[C:2]1[CH:3]=[N:4][C:5]2[C:10]([CH:11]=1)=[CH:9][CH:8]=[N:7][C:6]=2[Cl:12].CCN(C(C)C)C(C)C.CC1(C)C2C(=C(P(C3C=CC=CC=3)C3C=CC=CC=3)C=CC=2)OC2C(P(C3C=CC=CC=3)C3C=CC=CC=3)=CC=CC1=2.[CH2:64]([SH:71])[C:65]1[CH:70]=[CH:69][CH:68]=[CH:67][CH:66]=1>C1C=CC(/C=C/C(/C=C/C2C=CC=CC=2)=O)=CC=1.C1C=CC(/C=C/C(/C=C/C2C=CC=CC=2)=O)=CC=1.C1C=CC(/C=C/C(/C=C/C2C=CC=CC=2)=O)=CC=1.[Pd].[Pd].O1CCOCC1>[CH2:64]([S:71][C:2]1[CH:3]=[N:4][C:5]2[C:10]([CH:11]=1)=[CH:9][CH:8]=[N:7][C:6]=2[Cl:12])[C:65]1[CH:70]=[CH:69][CH:68]=[CH:67][CH:66]=1 |f:4.5.6.7.8|. Reported procedure: To a vial charged with 3-bromo-8-chloro-1,7-naphthyridine (Anichem, North Brunswick, N.J.) (360 mg, 1.479 mmol) was added dioxane (5914 μl), DIEA (516 μl, 2.96 mmol), Xantphos (171 mg, 0.296 mmol), Pd2(dba)3 (135 mg, 0.148 mmol) and benzyl mercaptan (184 μl, 1.552 mmol). The vessel was sealed and heated to 40° C. overnight. The mixture was cooled to RT, filtered through diatomaceous earth and dried under reduced pressure. The crude residue was purified with a 25 g silicycle HP column (25 μm sphe...